Dataset: the Open Reaction Database (ORD), a public repository of structured organic reaction records. Task: describe an organic reaction: reactants, conditions, products, and yield Reactants: [N+](=O)([O-])C1=CC=C(C(CBr)=O)C=C1 (4-nitrophenacyl bromide), C(#N)C1=CC=C(C(CCl)=O)C=C1 (4-cyanophenacyl chloride), ClC=1C=NC=NC1 (5-chloropyrimidine). The solvent is N1=CC=CC=C1 (pyridine). The product is [Cl-].C(#N)C1=CC=C(C(C[N+]2=CN=CC(=C2)Cl)=O)C=C1 (N-(4-cyanophenacyl) 5-chloropyrimidinium chloride). RXN SMILES: [N+](C1C=CC(C(=O)CBr)=CC=1)([O-])=O.[C:14]([C:16]1[CH:25]=[CH:24][C:19]([C:20](=[O:23])[CH2:21][Cl:22])=[CH:18][CH:17]=1)#[N:15].[Cl:26][C:27]1[CH:28]=[N:29][CH:30]=[N:31][CH:32]=1>N1C=CC=CC=1>[Cl-:22].[C:14]([C:16]1[CH:25]=[CH:24][C:19]([C:20](=[O:23])[CH2:21][N+:29]2[CH:28]=[C:27]([Cl:26])[CH:32]=[N:31][CH:30]=2)=[CH:18][CH:17]=1)#[N:15] |f:4.5|. Reported procedure: Employing the procedure of Example III but replacing 4-nitrophenacyl bromide with a substantially equimolecular amount of 4-cyanophenacyl chloride and replacing pyridine with a substantially equimolecular amount of 5-chloropyrimidine there is obtained N-(4-cyanophenacyl) 5-chloropyrimidinium chloride, a solid soluble in water. Starting materials: C1(=CC=C(C=C1)C(=O)N1[C@@H](CC(C1)=NOC)C(N)=NO)C1=CC=CC=C1 ((2S,4EZ)-1-([1,1′-biphenyl]-4-ylcarbonyl)-N′-hydroxy-4-(methoxyimino)-2-pyrrolidinecarboximidamide), C1(=CC=C(C=C1)C(=O)N1[C@@H](CC(C1)=NOC)C(N)=NO)C1=CC=CC=C1 ((2S,4EZ)-1-([1,1′-biphenyl]-4-ylcarbonyl)-N′-hydroxy-4-(methoxyimino)-2-pyrrolidinecarboximidamide), C(=O)NCC(=O)O ((formylamino)acetic acid). Yields the product C1(=CC=C(C=C1)C(=O)N1[C@@H](CC(C1)=NOC)C1=NOC(=N1)CNC=O)C1=CC=CC=C1 ({3-[(2S,4EZ)-1-([1,1′-biphenyl]-4-ylcarbonyl)-4-(methoxyimino)pyrrolidinyl]-1,2,4-oxadiazol-5-yl}methylformamide). RXN SMILES: [C:1]1([C:21]2[CH:26]=[CH:25][CH:24]=[CH:23][CH:22]=2)[CH:6]=[CH:5][C:4]([C:7]([N:9]2[CH2:13][C:12](=[N:14][O:15][CH3:16])[CH2:11][C@H:10]2[C:17](=[N:19][OH:20])[NH2:18])=[O:8])=[CH:3][CH:2]=1.[CH:27]([NH:29][CH2:30][C:31](O)=O)=[O:28]>>[C:1]1([C:21]2[CH:26]=[CH:25][CH:24]=[CH:23][CH:22]=2)[CH:2]=[CH:3][C:4]([C:7]([N:9]2[CH2:13][C:12](=[N:14][O:15][CH3:16])[CH2:11][C@H:10]2[C:17]2[N:18]=[C:31]([CH2:30][NH:29][CH:27]=[O:28])[O:20][N:19]=2)=[O:8])=[CH:5][CH:6]=1. Procedure: Following the general method as outlined in Example 15, starting from (2S,4EZ)-1-([1,1′-biphenyl]-4-ylcarbonyl)-N′-hydroxy-4-(methoxyimino)-2-pyrrolidinecarboximidamide (Intermediate 8) and (formylamino)acetic acid, the title compound was obtained in 72% purity by HPLC. The reactants are BrC=1C=C2C=CN=C(C2=CC1)Cl (6-Bromo-1-chloroisoquinoline), C1(=CC=CC=C1)O (phenol), [OH-].[K+] (KOH), [OH-].[Na+] (NaOH). Conditions: temperature 40 celsius. Product: BrC=1C=C2C=CN=C(C2=CC1)OC1=CC=CC=C1 (6-Bromo-1-phenoxyisoquinoline). The yield is 98.6%. As a reaction SMILES: [Br:1][C:2]1[CH:3]=[C:4]2[C:9](=[CH:10][CH:11]=1)[C:8](Cl)=[N:7][CH:6]=[CH:5]2.[C:13]1([OH:19])[CH:18]=[CH:17][CH:16]=[CH:15][CH:14]=1.[OH-].[K+].[OH-].[Na+]>>[Br:1][C:2]1[CH:3]=[C:4]2[C:9](=[CH:10][CH:11]=1)[C:8]([O:19][C:13]1[CH:18]=[CH:17][CH:16]=[CH:15][CH:14]=1)=[N:7][CH:6]=[CH:5]2 |f:2.3,4.5|. Reported procedure: A mixture of 10 g of 1b, 31 g of phenol and 4 g of KOH was heated at 1 40° C. for 2 hours. After -cooling to room temperature aqueous 3N NaOH was added and the mixture was extracted with dichloromethane. The dichloromethane extract was washed with aqueous 2N NaOH, washed with water, dried (MgSO4) and concentrated to yield 12.2 g of 1c. 1H-NMR 200 MHz (CDCl3) δ: 7.1-7.6 (6H, m), 7.70 (1H, dd, J=9 Hz and J=2 Hz), 7.95-8.10 (2H, m), 8.31 (1H, d, J=9 Hz). Starting materials: BrC=1C=C(C=2N(N1)C=CN2)NC2=NC=C(C=C2)N2[C@H](CN(CC2)C2COC2)C ((S)-6-Bromo-N-(5-(2-methyl-4-(oxetan-3-yl)piperazin-1-yl)pyridin-2-yl)imidazo[1,2-b]pyridazin-8-amine), C(C)(=O)OCC=1C(=NC=CC1B1OC(C(O1)(C)C)(C)C)N1C(C=2N(C=3CCCCC3C2)CC1)=O ((2-(1-oxo-3,4,6,7,8,9-hexahydropyrazino[1,2-a]indol-2(1H)-yl)-4-(4,4,5,5-tetramethyl-1,3,2-dioxaborolan-2-yl)pyridin-3-yl)methyl acetate), C1(CCCCC1)P(C1CCCCC1)C1CCCCC1 (PCy3), C([O-])([O-])=O.[Cs+].[Cs+] (cesium carbonate). Reagents/catalysts: O (water), C=1C=CC(=CC1)/C=C/C(=O)/C=C/C2=CC=CC=C2.C=1C=CC(=CC1)/C=C/C(=O)/C=C/C2=CC=CC=C2.C=1C=CC(=CC1)/C=C/C(=O)/C=C/C2=CC=CC=C2.[Pd].[Pd] (Pd2(dba)3). The solvent is O1CCOCC1 (dioxane). Run at temperature 130 celsius. Product: OCC=1C(=NC=CC1C=1C=C(C=2N(N1)C=CN2)NC2=NC=C(C=C2)N2[C@H](CN(CC2)C2COC2)C)N2C(C=1N(C=3CCCCC3C1)CC2)=O ((S)-2-(3-(hydroxymethyl)-4-(8-(5-(2-methyl-4-(oxetan-3-yl)piperazin-1-yl)pyridin-2-ylamino)imidazo[1,2-b]pyridazin-6-yl)pyridin-2-yl)-3,4,6,7,8,9-hexahydropyrazino[1,2-a]indol-1(2H)-one). The yield is 13.4%. RXN SMILES: Br[C:2]1[CH:3]=[C:4]([NH:11][C:12]2[CH:17]=[CH:16][C:15]([N:18]3[CH2:23][CH2:22][N:21]([CH:24]4[CH2:27][O:26][CH2:25]4)[CH2:20][C@@H:19]3[CH3:28])=[CH:14][N:13]=2)[C:5]2[N:6]([CH:8]=[CH:9][N:10]=2)[N:7]=1.C([O:32][CH2:33][C:34]1[C:35]([N:49]2[CH2:61][CH2:60][N:52]3[C:53]4[CH2:54][CH2:55][CH2:56][CH2:57][C:58]=4[CH:59]=[C:51]3[C:50]2=[O:62])=[N:36][CH:37]=[CH:38][C:39]=1B1OC(C)(C)C(C)(C)O1)(=O)C.C1(P(C2CCCCC2)C2CCCCC2)CCCCC1.C(=O)([O-])[O-].[Cs+].[Cs+]>O.C1C=CC(/C=C/C(/C=C/C2C=CC=CC=2)=O)=CC=1.C1C=CC(/C=C/C(/C=C/C2C=CC=CC=2)=O)=CC=1.C1C=CC(/C=C/C(/C=C/C2C=CC=CC=2)=O)=CC=1.[Pd].[Pd].O1CCOCC1>[OH:32][CH2:33][C:34]1[C:35]([N:49]2[CH2:61][CH2:60][N:52]3[C:53]4[CH2:54][CH2:55][CH2:56][CH2:57][C:58]=4[CH:59]=[C:51]3[C:50]2=[O:62])=[N:36][CH:37]=[CH:38][C:39]=1[C:2]1[CH:3]=[C:4]([NH:11][C:12]2[CH:17]=[CH:16][C:15]([N:18]3[CH2:23][CH2:22][N:21]([CH:24]4[CH2:25][O:26][CH2:27]4)[CH2:20][C@@H:19]3[CH3:28])=[CH:14][N:13]=2)[C:5]2[N:6]([CH:8]=[CH:9][N:10]=2)[N:7]=1 |f:3.4.5,7.8.9.10.11|. Reported procedure: A sealed tube was charged with 115e (156 mg, 0.35 mmol), 3-(acetoxymethyl)-2-(1-oxo-3,4,6,7,8,9-hexahydropyrazino[1,2-a]indol-2(1H)-yl)pyridin-4-ylboronic acid 114e (134 mg, 0.35 mmol), Pd2(dba)3 (64 mg, 0.070 mmol), PCy3 (40 mg, 0.14 mmol), cesium carbonate (228 mg, 0.70 mmol), water (1 drop), and dioxane (9 mL). After three cycles of vacuum/argon flush, the mixture was heated at 130° C. for 16 h. It was then cooled to room temperature and filtered. The filtrate was concentrated under reduced p...